describe an organic reaction: reactants, conditions, products, and yield From a dataset of the Open Reaction Database (ORD), a public repository of structured organic reaction records. Reactants: B(Br)(Br)Br (BBr3), CH2OCH2Cl, NC1=C(C=CC=C1O)C (amino-m-cresol), BaMnO4, C1CC(=O)N(C1=O)Br (NBS), CC(C)(C#N)N=NC(C)(C)C#N (AIBN), NCC1=NC=CC=C1 (2-aminomethylpyridine), C(=O)([O-])[O-].[K+].[K+] (K2CO3), CC=1C=CC(=CC1)S(=O)(=O)O (TsOH). The solvent is C(Cl)Cl (CH2Cl2), C(Cl)Cl (CH2Cl2), C1=CC=CC=C1 (benzene), C1=CC=CC=C1 (benzene), C(Cl)(Cl)(Cl)Cl (CCl4), CC#N (CH3CN), CO (CH3OH). Yields the product COC1=CC(=C(C=C1OC)C=1OC2=C(N1)C(=CC=C2)CNCC2=NC=CC=C2)O (2-(4,5-dimethoxy-2-hydroxyphenyl)-4-(2-pyridylmethyl) aminomethylbenzoxazole). RXN SMILES: B(Br)(Br)Br.[NH2:5][C:6]1[C:11]([OH:12])=[CH:10][CH:9]=[CH:8][C:7]=1[CH3:13].[CH2:14]1[C:19](=[O:20])N(Br)[C:16](=[O:17])[CH2:15]1.[CH3:22][C:23](N=NC(C#N)(C)C)([C:25]#N)C.[NH2:34][CH2:35][C:36]1[CH:41]=[CH:40][CH:39]=[CH:38][N:37]=1.[C:42]([O-:45])([O-])=O.[K+].[K+].[CH3:48]C1C=CC(S(O)(=O)=O)=CC=1>C(Cl)Cl.C1C=CC=CC=1.C(Cl)(Cl)(Cl)Cl.CC#N.CO>[CH3:42][O:45][C:14]1[C:19]([O:20][CH3:48])=[CH:22][C:23]([C:25]2[O:12][C:11]3[CH:10]=[CH:9][CH:8]=[C:7]([CH2:13][NH:34][CH2:35][C:36]4[CH:41]=[CH:40][CH:39]=[CH:38][N:37]=4)[C:6]=3[N:5]=2)=[C:16]([OH:17])[CH:15]=1 |f:5.6.7|. Procedure details: BBr3 in CH2Cl2, rt (b) CH2OCH2Cl, TEA in CH2Cl2, rt (c) amino-m-cresol in benzene, reflux (d) BaMnO4 in benzene, reflux (e) NBS, AIBN in CCl4, reflux (f) 2-aminomethylpyridine derivative, K2CO3 in CH3CN, rt (g) TsOH in CH3OH, rt. Starting materials: ClC=1N=C(C2=C(N1)SC(=N2)I)N2CCOCC2 (5-Chloro-2-iodo-7-morpholinothiazolo[5,4-d]pyrimidine), CS(=O)(=O)C=1C=C(C=CC1)B(O)O (3-(methylsulfonyl)phenylboronic acid). Yields the product ClC=1N=C(C2=C(N1)SC(=N2)C2=CC(=CC=C2)S(=O)(=O)C)N2CCOCC2 (5-chloro-2-(3-(methylsulfonyl)phenyl)-7-morpholinothiazolo[5,4-d]pyrimidine). RXN SMILES: [Cl:1][C:2]1[N:3]=[C:4]([N:12]2[CH2:17][CH2:16][O:15][CH2:14][CH2:13]2)[C:5]2[N:10]=[C:9](I)[S:8][C:6]=2[N:7]=1.[CH3:18][S:19]([C:22]1[CH:23]=[C:24](B(O)O)[CH:25]=[CH:26][CH:27]=1)(=[O:21])=[O:20]>>[Cl:1][C:2]1[N:3]=[C:4]([N:12]2[CH2:17][CH2:16][O:15][CH2:14][CH2:13]2)[C:5]2[N:10]=[C:9]([C:26]3[CH:25]=[CH:24][CH:23]=[C:22]([S:19]([CH3:18])(=[O:21])=[O:20])[CH:27]=3)[S:8][C:6]=2[N:7]=1. Procedure details: 5-Chloro-2-iodo-7-morpholinothiazolo[5,4-d]pyrimidine was reacted with 3-(methylsulfonyl)phenylboronic acid via General Procedure A to give crude 5-chloro-2-(3-(methylsulfonyl)phenyl)-7-morpholinothiazolo[5,4-d]pyrimidine, which was then reacted with 5-(4,4,5,5-tetramethyl-1,3,2-dioxaborolan-2-yl)pyrimidin-2-amine via General Procedure A again to give 132 after purification by reverse HPLC. MS (Q1) 470 (M+) The reactants are OC(=O)C(F)(F)F.C(C)(C)(C)NC(=O)N1N=C(C2=CC(=CC=C12)C(F)(F)F)NCC(NC1CNC1)=O (3-[(azetidin-3-ylcarbamoylmethyl)-amino]-5-trifluoromethyl-indazole-1-carboxylic acid tert-butyl amide TFA salt), OC1(CCC(CC1)=O)C=1SC=CN1 (4-hydroxy-4-thiazol-2-yl-cyclohexanone). Yields the product C(C)(C)(C)NC(=O)N1N=C(C2=CC(=CC=C12)C(F)(F)F)NCC(NC1CN(C1)C1CCC(CC1)(C=1SC=CN1)O)=O (3-({[1-(4-Hydroxy-4-thiazol-2-yl-cyclohexyl)-azetidin-3-ylcarbamoyl]-methyl}-amino)-5-trifluoromethyl-indazole-1-carboxylic acid tert-butylamide). As a reaction SMILES: OC(C(F)(F)F)=O.[C:8]([NH:12][C:13]([N:15]1[C:23]2[C:18](=[CH:19][C:20]([C:24]([F:27])([F:26])[F:25])=[CH:21][CH:22]=2)[C:17]([NH:28][CH2:29][C:30](=[O:36])[NH:31][CH:32]2[CH2:35][NH:34][CH2:33]2)=[N:16]1)=[O:14])([CH3:11])([CH3:10])[CH3:9].[OH:37][C:38]1([C:45]2[S:46][CH:47]=[CH:48][N:49]=2)[CH2:43][CH2:42][C:41](=O)[CH2:40][CH2:39]1>>[C:8]([NH:12][C:13]([N:15]1[C:23]2[C:18](=[CH:19][C:20]([C:24]([F:26])([F:25])[F:27])=[CH:21][CH:22]=2)[C:17]([NH:28][CH2:29][C:30](=[O:36])[NH:31][CH:32]2[CH2:33][N:34]([CH:41]3[CH2:40][CH2:39][C:38]([OH:37])([C:45]4[S:46][CH:47]=[CH:48][N:49]=4)[CH2:43][CH2:42]3)[CH2:35]2)=[N:16]1)=[O:14])([CH3:11])([CH3:9])[CH3:10] |f:0.1|. Procedure: The title compound was prepared as a white solid from reaction of 3-[(azetidin-3-ylcarbamoylmethyl)-amino]-5-trifluoromethyl-indazole-1-carboxylic acid tert-butyl amide TFA salt and 4-hydroxy-4-thiazol-2-yl-cyclohexanone using the procedure described in Step E of Example 1. Run in CC(=O)C (acetone). Reaction SMILES: [Cl:1][C:2]1[CH:7]=[CH:6][CH:5]=[CH:4][C:3]=1[C:8](=[O:24])[C:9]1[CH:14]=[C:13]([Cl:15])[CH:12]=[CH:11][C:10]=1[N:16]1[C:20]([CH3:21])=[N:19][N:18]=[C:17]1[CH2:22]Cl.[I-:25].[K+]>CC(C)=O>[Cl:1][C:2]1[CH:7]=[CH:6][CH:5]=[CH:4][C:3]=1[C:8](=[O:24])[C:9]1[CH:14]=[C:13]([Cl:15])[CH:12]=[CH:11][C:10]=1[N:16]1[C:20]([CH3:21])=[N:19][N:18]=[C:17]1[CH2:22][I:25] |f:1.2|. Yields the product ClC1=C(C=CC=C1)C(C1=C(C=CC(=C1)Cl)N1C(=NN=C1C)CI)=O (2',5-dichloro-2-[3-(iodomethyl)-5-methyl-4H-1,2,4-triazol-4-yl]benzophenone). Procedure: In the manner given in Example 7, 2',5-dichloro-2-[3-(chloromethyl)-5-methyl-4H-1,2,4-triazol-4-yl]benzophenone is treated with potassium iodide in acetone to give 2',5-dichloro-2-[3-(iodomethyl)-5-methyl-4H-1,2,4-triazol-4-yl]benzophenone of melting point 185°-195° C. (decomposition). The reactants are ClC1=C(C=CC=C1)C(C1=C(C=CC(=C1)Cl)N1C(=NN=C1C)CCl)=O (2',5-dichloro-2-[3-(chloromethyl)-5-methyl-4H-1,2,4-triazol-4-yl]benzophenone), [I-].[K+] (potassium iodide). The reactants are COC(CC(C)=O)=O (3-oxo-butyric acid methyl ester), R3—(CH2)m—NH2, N1(CCCCC1)N (1-piperidinamine), BrCC(=O)C1=C(C=CC(=C1)F)OC (2-bromo-1-(5-fluoro-2-methoxy-phenyl)-ethanone), C1(CC1)CN (cyclopropanemethylamine). Yields the product N1(CCCCC1)NC(=O)C1=C(N(C(=C1)C1=C(C=CC(=C1)F)OC)CC1CC1)C (Cyclopropylmethyl-5-(5-fluoro-2-methoxy-phenyl)-2-methyl-1H-pyrrole-3-carboxylic acid piperidin-1-ylamide). As a reaction SMILES: C[O:2][C:3](=O)[CH2:4][C:5](=O)[CH3:6].Br[CH2:10][C:11]([C:13]1[CH:18]=[C:17]([F:19])[CH:16]=[CH:15][C:14]=1[O:20][CH3:21])=O.[CH:22]1([CH2:25][NH2:26])[CH2:24][CH2:23]1.[N:27]1([NH2:33])[CH2:32][CH2:31][CH2:30][CH2:29][CH2:28]1>>[N:27]1([NH:33][C:3]([C:4]2[CH:10]=[C:11]([C:13]3[CH:18]=[C:17]([F:19])[CH:16]=[CH:15][C:14]=3[O:20][CH3:21])[N:26]([CH2:25][CH:22]3[CH2:24][CH2:23]3)[C:5]=2[CH3:6])=[O:2])[CH2:32][CH2:31][CH2:30][CH2:29][CH2:28]1. Procedure: The title compound was synthesized in analogy to Example 68, using 3-oxo-butyric acid methyl ester as compound of formula R, 2-bromo-1-(5-fluoro-2-methoxy-phenyl)-ethanone as compound of formula S, cyclopropanemethylamine as R3—(CH2)m—NH2 and 1-piperidinamine as R1R2NH, MS (ISP) 386.4 (M+H)+. Starting materials: FC(F)(F)Sc1cn(-c2c(Cl)cc(C(F)(F)F)cc2Cl)c(Cl)n1, OO, O=C(O)C(F)(F)F. Yields the product O=S(c1cn(-c2c(Cl)cc(C(F)(F)F)cc2Cl)c(Cl)n1)C(F)(F)F. As a reaction SMILES: [Cl:1][c:2]1[c:3](-[n:13]2[c:14]([Cl:23])[n:15][c:16]([S:18][C:19]([F:20])([F:21])[F:22])[cH:17]2)[c:4]([Cl:12])[cH:5][c:6]([C:8]([F:9])([F:10])[F:11])[cH:7]1.[OH:24][OH:25].[OH:26][C:27]([C:28]([F:29])([F:30])[F:31])=[O:32]>>[Cl:1][c:2]1[c:3](-[n:13]2[c:14]([Cl:23])[n:15][c:16]([S:18]([C:19]([F:20])([F:21])[F:22])=[O:24])[cH:17]2)[c:4]([Cl:12])[cH:5][c:6]([C:8]([F:9])([F:10])[F:11])[cH:7]1. The reactants are FC(CN1N=CN=C1C=1N=C2N(CCOC3=C2C=C(C=C3)C(=O)O)C1)(F)F (2-(1-(2,2,2-trifluoroethyl)-1H-1,2,4-triazol-5-yl)-5,6-dihydrobenzo[f]imidazo[1,2-d][1,4]oxazepine-10-carboxylic acid), N1(CCNCC1)CCO (2-(piperazin-1-yl)ethanol). The product is OCCN1CCN(CC1)C(=O)C=1C=CC2=C(C=3N(CCO2)C=C(N3)C3=NC=NN3CC(F)(F)F)C1 ((4-(2-hydroxyethyl)piperazin-1-yl)(2-(1-(2,2,2-trifluoroethyl)-1H-1,2,4-triazol-5-yl)-5,6-dihydrobenzo[f]imidazo[1,2-d][1,4]oxazepin-10-yl)methanone). RXN SMILES: [F:1][C:2]([F:27])([F:26])[CH2:3][N:4]1[C:8]([C:9]2[N:10]=[C:11]3[C:17]4[CH:18]=[C:19]([C:22](O)=[O:23])[CH:20]=[CH:21][C:16]=4[O:15][CH2:14][CH2:13][N:12]3[CH:25]=2)=[N:7][CH:6]=[N:5]1.[N:28]1([CH2:34][CH2:35][OH:36])[CH2:33][CH2:32][NH:31][CH2:30][CH2:29]1>>[OH:36][CH2:35][CH2:34][N:28]1[CH2:33][CH2:32][N:31]([C:22]([C:19]2[CH:20]=[CH:21][C:16]3[O:15][CH2:14][CH2:13][N:12]4[CH:25]=[C:9]([C:8]5[N:4]([CH2:3][C:2]([F:26])([F:1])[F:27])[N:5]=[CH:6][N:7]=5)[N:10]=[C:11]4[C:17]=3[CH:18]=2)=[O:23])[CH2:30][CH2:29]1. Procedure: Following the procedure for 109, 2-(1-(2,2,2-trifluoroethyl)-1H-1,2,4-triazol-5-yl)-5,6-dihydrobenzo[f]imidazo[1,2-d][1,4]oxazepine-10-carboxylic acid and 2-(piperazin-1-yl)ethanol gave 122. MS: (ESI+)=492.2. 1H NMR (400 MHz, DMSO) δ 8.39 (d, J=2.0 Hz, 1H), 8.10 (d, J=5.4 Hz, 2H), 7.38 (dd, J=8.4, 2.1 Hz, 1H), 7.13 (d, J=8.4 Hz, 1H), 5.89 (q, J=8.7 Hz, 2H), 4.57 (s, 4H), 4.40 (t, J=5.4 Hz, 1H), 4.06 (q, J=5.3 Hz, 1H), 3.51 (dd, J=11.6, 6.0 Hz, 4H), 3.17 (d, J=5.2 Hz, 1H), 2.46-2.39 (m, 5H) Reactants: C([O-])([O-])=O.[Na+].[Na+] (sodium carbonate), FC1=C(C=CC(=C1)C=1C=C2C(=NC1)N(C=C2I)S(=O)(=O)C2=CC=C(C)C=C2)C2CCN(CC2)C(=O)OC(C)(C)C (tert-butyl 4-(2-fluoro-4-(3-iodo-1-tosyl-1H-pyrrolo[2,3-b]pyridin-5-yl)phenyl)piperidine-1-carboxylate), FC=1C=C(CN2N=C(C(=C2)C2OC(C(O2)(C)C)(C)C)C)C=CC1 (1-(3-fluorobenzyl)-3-methyl-4-(4,4,5,5-tetramethyl-1,3-dioxolan-2-yl)-1H-pyrazole), FC1=C(C=CC(=C1)C=1C=C2C(=NC1)N(C=C2I)S(=O)(=O)C2=CC=C(C)C=C2)C2CCN(CC2)C(=O)OC(C)(C)C (tert-butyl 4-(2-fluoro-4-(3-iodo-1-tosyl-1H-pyrrolo[2,3-b]pyridin-5-yl)phenyl)piperidine-1-carboxylate), FC=1C=C(CN2N=C(C(=C2)C2OC(C(O2)(C)C)(C)C)C)C=CC1 (1-(3-fluorobenzyl)-3-methyl-4-(4,4,5,5-tetramethyl-1,3-dioxolan-2-yl)-1H-pyrazole). The reagents and catalysts are Cl[Pd]([P](C1=CC=CC=C1)(C2=CC=CC=C2)C3=CC=CC=C3)([P](C4=CC=CC=C4)(C5=CC=CC=C5)C6=CC=CC=C6)Cl (Pd(PPh3)2Cl2). Run in C(C)#N.O (acetonitrile water). Yields the product FC=1C=C(CN2N=C(C(=C2)C2=CN(C3=NC=C(C=C32)C3=CC=C(C=C3)C3CCN(CC3)C(=O)OC(C)(C)C)S(=O)(=O)C3=CC=C(C)C=C3)C)C=CC1 (tert-butyl 4-(4-(3-(1-(3-fluorobenzyl)-3-methyl-1H-pyrazol-4-yl)-1-tosyl-1H-pyrrolo[2,3-b]pyridin-5-yl)phenyl)piperidine-1-carboxylate). Isolated yield 76.3%. RXN SMILES: F[C:2]1[CH:7]=[C:6]([C:8]2[CH:9]=[C:10]3[C:16](I)=[CH:15][N:14]([S:18]([C:21]4[CH:27]=[CH:26][C:24]([CH3:25])=[CH:23][CH:22]=4)(=[O:20])=[O:19])[C:11]3=[N:12][CH:13]=2)[CH:5]=[CH:4][C:3]=1[CH:28]1[CH2:33][CH2:32][N:31]([C:34]([O:36][C:37]([CH3:40])([CH3:39])[CH3:38])=[O:35])[CH2:30][CH2:29]1.[F:41][C:42]1[CH:43]=[C:44]([CH:61]=[CH:62][CH:63]=1)[CH2:45][N:46]1[CH:50]=[C:49](C2OC(C)(C)C(C)(C)O2)[C:48]([CH3:60])=[N:47]1.C(=O)([O-])[O-].[Na+].[Na+]>C(#N)C.O.Cl[Pd](Cl)([P](C1C=CC=CC=1)(C1C=CC=CC=1)C1C=CC=CC=1)[P](C1C=CC=CC=1)(C1C=CC=CC=1)C1C=CC=CC=1>[F:41][C:42]1[CH:43]=[C:44]([CH:61]=[CH:62][CH:63]=1)[CH2:45][N:46]1[CH:50]=[C:49]([C:16]2[C:10]3[C:11](=[N:12][CH:13]=[C:8]([C:6]4[CH:7]=[CH:2][C:3]([CH:28]5[CH2:29][CH2:30][N:31]([C:34]([O:36][C:37]([CH3:39])([CH3:40])[CH3:38])=[O:35])[CH2:32][CH2:33]5)=[CH:4][CH:5]=4)[CH:9]=3)[N:14]([S:18]([C:21]3[CH:27]=[CH:26][C:24]([CH3:25])=[CH:23][CH:22]=3)(=[O:20])=[O:19])[CH:15]=2)[C:48]([CH3:60])=[N:47]1 |f:2.3.4,5.6,^1:76,95|. Procedure: Using similar reaction conditions as described in step-i of example-1, tert-butyl 4-(4-(3-iodo-1-tosyl-1H-pyrrolo[2,3-b]pyridin-5-yl)phenyl)piperidine-1-carboxylate (intermediate 67B) (120 mg, 0.182 mmol) was coupled with 1-(3-fluorobenzyl)-3-methyl-4-(4,4,5,5-tetramethyl-1,3,2-dioxaborolan-2-yl)-1H-pyrazole (intermediate 12) (64 mg, 0.200 mmol) using Pd(PPh3)2Cl2 (6 mg, 0.009 mol) and sodium carbonate (58 mg, 0.547 mmol) in acetonitrile/water (3/2 ml) to afford 100 mg (76% yield) of the titled ... Reactants: [OH-].[Na+] (Sodium hydroxide), CC(CC(=O)O)CCC(=O)O (3-methyl adipic acid), NNC(=S)N (thiosemicarbazide), O (water). Solvent: O=P(Cl)(Cl)Cl (POCl3). Reaction conditions: temperature 90 celsius. The product is CC(CC1=NN=C(S1)N)CCC1=NN=C(S1)N (5,5′-(2-methylbutane-1,4-diyl)-bis(1,3,4-thiadiazol-2-amine)). The yield is 106.3%. Reaction SMILES: [CH3:1][CH:2]([CH2:7][CH2:8][C:9](O)=O)[CH2:3][C:4](O)=O.[NH2:12][NH:13][C:14]([NH2:16])=[S:15].O.[OH-].[Na+]>O=P(Cl)(Cl)Cl>[CH3:1][CH:2]([CH2:7][CH2:8][C:9]1[S:15][C:14]([NH2:16])=[N:13][N:12]=1)[CH2:3][C:4]1[S:15][C:14]([NH2:16])=[N:13][N:12]=1 |f:3.4|. Reported procedure: A mixture of 3-methyl adipic acid (5.00 g, 31.22 mmol) and thiosemicarbazide (5.69 g, 62.43 mmol) in POCl3 (45 mL) was heated at 90° C. for 4 h. The reaction was cooled to room temperature and poured into a mixture of ice and water. Sodium hydroxide pellets were added to the mixture until it was basic (pH 14). The white precipitate was collected by suction filtration, rinsed with water and dried to provide 5,5′-(2-methylbutane-1,4-diyl)-bis(1,3,4-thiadiazol-2-amine) (1003, 8.97 g). 1H NMR (300 M... The reactants are CCOC(=O)C(=O)c1cn(Cc2ccccc2)c2ccc(-c3ccc(F)c(Cl)c3)cc12, C1CCOC1, [K+], [OH-], O. Yields the product O=C(O)C(=O)c1cn(Cc2ccccc2)c2ccc(-c3ccc(F)c(Cl)c3)cc12. Reaction SMILES: [CH2:1]([c:2]1[cH:3][cH:4][cH:5][cH:6][cH:7]1)[n:8]1[cH:9][c:10]([C:25]([C:26](=[O:27])[O:28][CH2:29][CH3:30])=[O:31])[c:11]2[cH:12][c:13](-[c:17]3[cH:18][c:19]([Cl:24])[c:20]([F:23])[cH:21][cH:22]3)[cH:14][cH:15][c:16]12.[CH2:34]1[O:35][CH2:36][CH2:37][CH2:38]1.[K+:33].[OH-:32].[OH2:39]>>[CH2:1]([c:2]1[cH:3][cH:4][cH:5][cH:6][cH:7]1)[n:8]1[cH:9][c:10]([C:25]([C:26](=[O:27])[OH:28])=[O:31])[c:11]2[cH:12][c:13](-[c:17]3[cH:18][c:19]([Cl:24])[c:20]([F:23])[cH:21][cH:22]3)[cH:14][cH:15][c:16]12.